This data is from the Open Reaction Database (ORD), a public repository of structured organic reaction records. The task is: describe an organic reaction: reactants, conditions, products, and yield Starting materials: FC(CCOC1=CC=C2CCC(C2=C1)=O)(F)F (6-(3,3,3-trifluoropropoxy)-2,3-dihydro-1H-inden-1-one), FCCCO (3-fluoropropan-1-ol), OC1=CC=C2CCC(C2=C1)=O (6-hydroxy-2,3-dihydro-1H-inden-1-one), FCCCO (3-fluoropropan-1-ol). Run at time 8 hour. Product: FCCCOC1=CC=C2CCC(C2=C1)=O (6-(3-Fluoropropoxy)-2,3-dihydro-1H-inden-1-one). The yield is 94.0%. RXN SMILES: [F:1][C:2](F)(F)[CH2:3][CH2:4][O:5][C:6]1[CH:14]=[C:13]2[C:9]([CH2:10][CH2:11][C:12]2=[O:15])=[CH:8][CH:7]=1.OC1C=C2C(CCC2=O)=CC=1.FCCCO>>[F:1][CH2:2][CH2:3][CH2:4][O:5][C:6]1[CH:14]=[C:13]2[C:9]([CH2:10][CH2:11][C:12]2=[O:15])=[CH:8][CH:7]=1. Procedure: The title compound (7.90 g, 94% yield) was prepared following the procedure for Intermediate 16, starting from 6-hydroxy-2,3-dihydro-1H-inden-1-one (5.98 g, 40.4 mmol) and 3-fluoropropan-1-ol (3.34 mL, 44.4 mmol). Additional 3-fluoropropan-1-ol (1.0 mL, 13.3 mmol) was added after stirring overnight to drive the reaction to completion. 1H NMR (500 MHz, CDCl3) δ ppm 2.20 (m, 2 H) 2.73 (m, 2 H) 3.08 (m, 2 H) 4.14 (t, 2 H) 4.61 (t, 3 H) 4.70 (t, 1 H) 7.21 (m, 2 H) 7.38 (d, 1 H); MS (ES+) m/z 208 [M+... Reactants: CCO, CN(CC(CC1CCCCC1)N=C=S)C(=O)OCC[Si](C)(C)C, [Cl-], N#CN, [NH4+], [Na], O. The product is CN(CC(CC1CCCCC1)NC(=S)NC#N)C(=O)OCC[Si](C)(C)C. As a reaction SMILES: [CH3:28][CH2:29][OH:30].[CH:1]1([CH2:7][CH:8]([CH2:9][N:10]([C:11]([O:12][CH2:13][CH2:14][Si:15]([CH3:16])([CH3:17])[CH3:18])=[O:19])[CH3:20])[N:21]=[C:22]=[S:23])[CH2:2][CH2:3][CH2:4][CH2:5][CH2:6]1.[Cl-:31].[N:24]#[C:25][NH2:26].[NH4+:32].[Na:27].[OH2:33]>>[CH:1]1([CH2:7][CH:8]([CH2:9][N:10]([C:11]([O:12][CH2:13][CH2:14][Si:15]([CH3:16])([CH3:17])[CH3:18])=[O:19])[CH3:20])[NH:21][C:22](=[S:23])[NH:26][C:25]#[N:24])[CH2:2][CH2:3][CH2:4][CH2:5][CH2:6]1. Starting materials: NC1=C(C=CC=C1)O (o-aminophenol), N1=C(C=CC=C1)C(=O)O (picolinic acid), polyphosphoric acid, [OH-].[Na+] (sodium hydroxide). The solvent is O (water). Run at temperature 210 celsius. Product: N1=C(C=CC=C1)C=1OC2=C(N1)C=CC=C2 (2-(2-pyridinyl)benzoxazole). Isolated yield 78.5%. As a reaction SMILES: [NH2:1][C:2]1[CH:7]=[CH:6][CH:5]=[CH:4][C:3]=1[OH:8].[N:9]1[CH:14]=[CH:13][CH:12]=[CH:11][C:10]=1[C:15](O)=O.[OH-].[Na+]>O>[N:9]1[CH:14]=[CH:13][CH:12]=[CH:11][C:10]=1[C:15]1[O:8][C:3]2[CH:4]=[CH:5][CH:6]=[CH:7][C:2]=2[N:1]=1 |f:2.3|. Procedure: A mixture of o-aminophenol (10.9 g, 0.1 mole), picolinic acid (12.3 g, 0.1 mole) and polyphosphoric acid (275 g) is heated under a nitrogen atmosphere at 210° C for 3 hours. The mixture is then cooled to 160° C and slowly poured into 1 liter of water. The mixture is neutralized with 50% sodium hydroxide solution yielding 15.4 g of the title compound as a crystalline solid, melting point 105°-107° C. Starting materials: C(C)(C)(C)OC(=O)NC(C(=O)NC(C(=O)O)(C)C)(C)C (N-Tert-Butoxycarbonyl α,α-Dimethylglycyl α,α-Dimethylglycine), FC(C(=O)O)(F)F.COC(C(NC([C@@H](N)COC#CC)=O)(C)C)=O (O-Propynyl L-Seryl α,α-Dimethylglycine Methyl Ester Trifluoroacetate), C(C)(C)N(C(C)C)CC (N,N-diisopropylethylamine), C1=CC=C2C(=C1)N=NN2O.O (HOBt hydrate), CCN=C=NCCCN(C)C.Cl (EDC hydrochloride), ice. The solvent is CN(C)C=O (DMF), CN(C)C=O (DMF), CN(C)C=O (DMF). Conditions: temperature 0 celsius, time 44 hour. The product is COC(C(NC([C@@H](NC(C(NC(C(NC(=O)OC(C)(C)C)(C)C)=O)(C)C)=O)COC#CC)=O)(C)C)=O (N-Tert-Butoxycarbonyl α,α-Dimethylglycyl α,α-Dimethylglycyl O-Propynyl-L-Seryl α,α-Dimethylglycine Methyl Ester). Yield: 86.4%. Reaction SMILES: [C:1]([O:5][C:6]([NH:8][C:9]([CH3:20])([CH3:19])[C:10]([NH:12][C:13]([CH3:18])([CH3:17])[C:14]([OH:16])=O)=[O:11])=[O:7])([CH3:4])([CH3:3])[CH3:2].FC(F)(F)C(O)=O.[CH3:28][O:29][C:30](=[O:44])[C:31]([CH3:43])([CH3:42])[NH:32][C:33](=[O:41])[C@H:34]([CH2:36][O:37][C:38]#[C:39][CH3:40])[NH2:35].C(N(CC)C(C)C)(C)C.C1C=C2N=NN(O)C2=CC=1.O.CCN=C=NCCCN(C)C.Cl>CN(C=O)C>[CH3:28][O:29][C:30](=[O:44])[C:31]([CH3:43])([CH3:42])[NH:32][C:33](=[O:41])[C@H:34]([CH2:36][O:37][C:38]#[C:39][CH3:40])[NH:35][C:14](=[O:16])[C:13]([CH3:18])([CH3:17])[NH:12][C:10](=[O:11])[C:9]([CH3:20])([CH3:19])[NH:8][C:6]([O:5][C:1]([CH3:2])([CH3:3])[CH3:4])=[O:7] |f:1.2,4.5,6.7|. Reported procedure: N-tert-butoxycarbonyl α,α-dimethylglycyl α,α-dimethylglycine 4 (3.37 g, 11.7 mmol) and O-propynyl L-seryl α,α-dimethylglycine methyl ester trifluoroacetate 15 (4.16 g, 11.7 mmol) were dissolved in DMF (30 mL). A solution of N,N-diisopropylethylamine (1.51 g, 11.7 mmol) in DMF (20 mL) was added and the solution cooled to 0° C. (ice bath). HOBt hydrate (1.79 g, 11.7 mmol) and then EDC hydrochloride (2.46 g, 12.8 mmol) were added in portions together with more DMF (10 mL). The reaction mixture was ...